From a dataset of the Open Reaction Database (ORD), a public repository of structured organic reaction records. describe an organic reaction: reactants, conditions, products, and yield The reactants are CCOCC (ether), [N+](=O)([O-])C1=CC=C(C=C1)N1C(OC(C1)COC1=CC=C(C(=O)OC)C=C1)=O (methyl 4-[3-(4-nitrophenyl)-2-oxooxazolidin-5-yl]methoxybenzoate), [N+](=O)([O-])C1=CC=C(C=C1)N1C(OC(C1)COC1=CC=C(C(=O)OC)C=C1)=O (methyl 4-[3-(4-nitrophenyl)-2-oxooxazolidin-5-yl]methoxybenzoate), Cl (hydrochloric acid). The solvent is C(C)(=O)O (acetic acid). The product is [N+](=O)([O-])C1=CC=C(C=C1)N1C(OC(C1)COC1=CC=C(C(=O)O)C=C1)=O (4-[3-(4-nitrophenyl)-2-oxooxazolidin-5-yl]methoxybenzoic acid). The yield is 85.2%. Reaction SMILES: [N+:1]([C:4]1[CH:9]=[CH:8][C:7]([N:10]2[CH2:14][CH:13]([CH2:15][O:16][C:17]3[CH:26]=[CH:25][C:20]([C:21]([O:23]C)=[O:22])=[CH:19][CH:18]=3)[O:12][C:11]2=[O:27])=[CH:6][CH:5]=1)([O-:3])=[O:2].Cl.CCOCC>C(O)(=O)C>[N+:1]([C:4]1[CH:5]=[CH:6][C:7]([N:10]2[CH2:14][CH:13]([CH2:15][O:16][C:17]3[CH:26]=[CH:25][C:20]([C:21]([OH:23])=[O:22])=[CH:19][CH:18]=3)[O:12][C:11]2=[O:27])=[CH:8][CH:9]=1)([O-:3])=[O:2]. Reported procedure: A solution of 2.0 g of methyl 4-[3-(4-nitrophenyl)-2-oxooxazolidin-5-yl]methoxybenzoate (compound 50) obtained in Example 3 in 18 ml of acetic acid and 6 ml of concentrated hydrochloric acid was refluxed with heating for 12 hours. After ice-cooling the reaction solution, ether was added thereto and the crystals formed were collected by filtration. Thus, 1.64 g of the title compound (compound 81) was obtained (yield 85%). Reactants: Cc1ccc(-c2csc(C(=O)O)n2)cc1, Nc1nnn[nH]1, CN(C)C=O. Yields the product Cc1ccc(-c2csc(C(=O)Nc3nnn[nH]3)n2)cc1. As a reaction SMILES: [CH3:1][c:2]1[cH:3][cH:4][c:5](-[c:8]2[n:9][c:10]([C:13](=[O:14])[OH:15])[s:11][cH:12]2)[cH:6][cH:7]1.[NH2:16][c:17]1[n:18][n:19][n:20][nH:21]1.[O:22]=[CH:23][N:24]([CH3:25])[CH3:26]>>[CH3:1][c:2]1[cH:3][cH:4][c:5](-[c:8]2[n:9][c:10]([C:13](=[O:15])[NH:16][c:17]3[n:18][n:19][n:20][nH:21]3)[s:11][cH:12]2)[cH:6][cH:7]1. Reactants: ClC1=CN=C(C2=CC(=CC=C12)S(=O)(=O)NC=1C=C(C(=O)OC(C)(C)C)C=CC1)NC(=N)N (tert-Butyl 3-{[(4-chloro-1-guanidino-7-isoquinolinyl)sulphonyl]amino}benzoate), C(F)(F)(F)C(=O)O (CF3CO2H). Run in C1(=CC=CC=C1)C (PhMe). Conditions: time 1 hour. Yields the product FC(C(=O)O)(F)F.ClC1=CN=C(C2=CC(=CC=C12)S(=O)(=O)NC=1C=C(C(=O)O)C=CC1)NC(=N)N (3-{[(4-chloro-1-guanidino-7-isoquinolinyl)sulphonyl]amino}-benzoic acid trifluoroacetate). As a reaction SMILES: [Cl:1][C:2]1[C:11]2[C:6](=[CH:7][C:8]([S:12]([NH:15][C:16]3[CH:17]=[C:18]([CH:26]=[CH:27][CH:28]=3)[C:19]([O:21]C(C)(C)C)=[O:20])(=[O:14])=[O:13])=[CH:9][CH:10]=2)[C:5]([NH:29][C:30]([NH2:32])=[NH:31])=[N:4][CH:3]=1.[C:33]([C:37]([OH:39])=[O:38])([F:36])([F:35])[F:34]>C1(C)C=CC=CC=1>[F:34][C:33]([F:36])([F:35])[C:37]([OH:39])=[O:38].[Cl:1][C:2]1[C:11]2[C:6](=[CH:7][C:8]([S:12]([NH:15][C:16]3[CH:17]=[C:18]([CH:26]=[CH:27][CH:28]=3)[C:19]([OH:21])=[O:20])(=[O:13])=[O:14])=[CH:9][CH:10]=2)[C:5]([NH:29][C:30]([NH2:32])=[NH:31])=[N:4][CH:3]=1 |f:3.4|. Reported procedure: tert-Butyl 3-{[(4-chloro-1-guanidino-7-isoquinolinyl)sulphonyl]amino}benzoate (30 mg, 0.063 mmol) was dissolved in CF3CO2H (1.0 mL) and the mixture stirred at room temperature for 1 h. The mixture was diluted with PhMe and the solvents were evaporated in vacuo. The residue was triturated with Et2O and then azeotroped with CH2Cl2 to give 3-{[(4-chloro-1-guanidino-7-isoquinolinyl)sulphonyl]amino}-benzoic acid trifluoroacetate (29 mg, 0.055 mmol) as an off-white solid. Reaction SMILES: [CH2:37]([Cl:38])[Cl:39].[CH3:1][O:2][c:3]1[cH:4][cH:5][c:6]([C:7](=[O:8])[C:9]23[CH2:10][CH2:11][CH2:12][CH2:13][CH:14]2[C:15](=[O:17])[O:16]3)[cH:18][cH:19]1.[CH:27]([N:28]([CH2:29][CH3:30])[CH:31]([CH3:32])[CH3:33])([CH3:34])[CH3:35].[ClH:36].[OH:20][CH2:21][CH2:22][NH:23][CH2:24][CH2:25][OH:26]>>[CH3:1][O:2][c:3]1[cH:4][cH:5][c:6]([C:7](=[O:8])[C:9]2([OH:16])[CH2:10][CH2:11][CH2:12][CH2:13][CH:14]2[C:15](=[O:17])[N:23]([CH2:22][CH2:21][OH:20])[CH2:24][CH2:25][OH:26])[cH:18][cH:19]1. Reactants: ClCCl, COc1ccc(C(=O)C23CCCCC2C(=O)O3)cc1, CCN(C(C)C)C(C)C, Cl, OCCNCCO. The product is COc1ccc(C(=O)C2(O)CCCCC2C(=O)N(CCO)CCO)cc1. Reactants: C(=O)(O)CC1=CN=C(N1CC1=C(C=CC=C1)Cl)SCCC (5-carboxymethyl-1-(2-chlorophenyl)methyl-2-propylthio-1H-imidazole), O1CCCC1 (tetrahydrofuran), diisobutyl-alumninum hydride. The solvent is C1(=CC=CC=C1)C (toluene). Reaction conditions: temperature -78 celsius, time 1.5 hour. Product: ClC1=C(C=CC=C1)CN1C(=NC=C1CO)SCCC (1-(2-chlorophenyl)methyl-5-hydroxymethyl-2-propylthio-1H-imidazole). RXN SMILES: C([CH2:4][C:5]1[N:9]([CH2:10][C:11]2[CH:16]=[CH:15][CH:14]=[CH:13][C:12]=2[Cl:17])[C:8]([S:18][CH2:19][CH2:20][CH3:21])=[N:7][CH:6]=1)(O)=O.[O:22]1CCCC1>C1(C)C=CC=CC=1>[Cl:17][C:12]1[CH:13]=[CH:14][CH:15]=[CH:16][C:11]=1[CH2:10][N:9]1[C:5]([CH2:4][OH:22])=[CH:6][N:7]=[C:8]1[S:18][CH2:19][CH2:20][CH3:21]. Procedure details: A solution of 5-carboxymethyl-1-(2-chlorophenyl)methyl-2-propylthio-1H-imidazole (3.74 g, 11.5 mmol) in dry tetrahydrofuran (50 ml) was cooled to 78° C. under argon, and a solution of diisobutyl-alumninum hydride in toluene (30 ml of 1M) was added dropwise. The mixture was stirred at -78° C. for 1.5 hours, then allowed to slowly warm to room temperature. The reation was quenched by pouring onto iced dilute acetic acid, the product was extracted into methylene chloride and the organic extracts we... Starting materials: O=C=Nc1ccc(Br)cc1, ClCCl, CN(C)C(=O)c1ccc(N)cc1. Product: CN(C)C(=O)c1ccc(NC(=O)Nc2ccc(Br)cc2)cc1. RXN SMILES: [Br:13][c:14]1[cH:15][cH:16][c:17]([N:20]=[C:21]=[O:22])[cH:18][cH:19]1.[Cl:23][CH2:24][Cl:25].[NH2:1][c:2]1[cH:3][cH:4][c:5]([C:6](=[O:7])[N:8]([CH3:9])[CH3:10])[cH:11][cH:12]1>>[NH:1]([c:2]1[cH:3][cH:4][c:5]([C:6](=[O:7])[N:8]([CH3:9])[CH3:10])[cH:11][cH:12]1)[C:21]([NH:20][c:17]1[cH:16][cH:15][c:14]([Br:13])[cH:19][cH:18]1)=[O:22].